Dataset: the Open Reaction Database (ORD), a public repository of structured organic reaction records. Task: describe an organic reaction: reactants, conditions, products, and yield Starting materials: ClC=1C=C(C2=C(N(C(C(O2)C)=O)C)C1)C(=O)OC (methyl 6-chloro-3,4-dihydro-2,4-dimethyl-3-oxo-2H-1,4-benzoxazine-8-carboxylate), C(C)O (ethanol), [OH-].[K+] (potassium hydroxide), resultant solution. Solvent: O (water). Product: ClC=1C=C(C2=C(N(CC(O2)C)C)C1)C(=O)O (6-chloro-3,4-dihydro-2,4-dimethyl-2H-1,4-benzoxazine-8-carboxylic acid). The yield is 93.6%. Reaction SMILES: [Cl:1][C:2]1[CH:3]=[C:4]([C:15]([O:17]C)=[O:16])[C:5]2[O:10][CH:9]([CH3:11])[C:8](=O)[N:7]([CH3:13])[C:6]=2[CH:14]=1.C(O)C.[OH-].[K+]>O>[Cl:1][C:2]1[CH:3]=[C:4]([C:15]([OH:17])=[O:16])[C:5]2[O:10][CH:9]([CH3:11])[CH2:8][N:7]([CH3:13])[C:6]=2[CH:14]=1 |f:2.3|. Procedure details: A mixture of 5.1 g of methyl 6-chloro-3,4-dihydro-2,4-dimethyl-3-oxo-2H-1,4-benzoxazine-8-carboxylate, 20 ml of ethanol and 50 ml of 4% aqueous potassium hydroxide solution is refluxed with heating for 5 hours. The resultant solution is cooled and 350 ml of water is added thereto followed by filtration. The filtrate is made acid with concentrated hydrochloric acid. The precipitated crystals are collected by filtration, washed with water and dried, and then recrystallized from ethanol to give 4.2... Run in C1CCOC1 (THF), O (water). Isolated yield 88.2%. RXN SMILES: C[O:2][C:3](=[O:36])[CH2:4][O:5][C:6]1[CH:11]=[CH:10][C:9]([C:12]2[CH:17]=[CH:16][C:15]([CH2:18][NH:19][C:20]([C:22]3[CH:23]=[N:24][N:25]([C:30]4[CH:35]=[CH:34][CH:33]=[CH:32][CH:31]=4)[C:26]=3[CH2:27][CH2:28][CH3:29])=[O:21])=[CH:14][CH:13]=2)=[CH:8][CH:7]=1.[OH-].[Na+].Cl>C1COCC1.O>[C:30]1([N:25]2[C:26]([CH2:27][CH2:28][CH3:29])=[C:22]([C:20]([NH:19][CH2:18][C:15]3[CH:16]=[CH:17][C:12]([C:9]4[CH:8]=[CH:7][C:6]([O:5][CH2:4][C:3]([OH:36])=[O:2])=[CH:11][CH:10]=4)=[CH:13][CH:14]=3)=[O:21])[CH:23]=[N:24]2)[CH:31]=[CH:32][CH:33]=[CH:34][CH:35]=1 |f:1.2|. Conditions: time 8 hour. Product: C1(=CC=CC=C1)N1N=CC(=C1CCC)C(=O)NCC1=CC=C(C=C1)C1=CC=C(C=C1)OCC(=O)O (({4′-[({[1-phenyl-5-propyl-1H-pyrazol-4-yl]carbonyl}amino)methyl]-[1,1′-biphenyl]-4-yl}oxy)acetic acid). Procedure: A mixture of methyl({4′-[({[1-phenyl-5-propyl-1H-pyrazol-4-yl]carbonyl}amino)methyl][1,1′-biphenyl]-4-yl}oxy)acetate (250 mg, 0.517 mmol), prepared in the previous step, and 1 N NaOH (620 μL, 0.620 mmol) in 40 mL of THF and 20 mL of water was stirred at room temperature for 19 h (overnight). The reaction was acidified by the addition of 620 μL of 1 N HCl and then concentrated under reduced pressure to remove the THF. The solid that formed was collected by filtration and dried under reduced press... Reactants: COC(COC1=CC=C(C=C1)C1=CC=C(C=C1)CNC(=O)C=1C=NN(C1CCC)C1=CC=CC=C1)=O (methyl({4′-[({[1-phenyl-5-propyl-1H-pyrazol-4-yl]carbonyl}amino)methyl][1,1′-biphenyl]-4-yl}oxy)acetate), Cl (HCl), [OH-].[Na+] (NaOH). The reactants are COC(=O)C1CCCN1, O=C(O)CC1C=Cc2ccccc21. The product is COC(=O)C1CCCN1C(=O)CC1C=Cc2ccccc21. Reaction SMILES: [CH3:14][O:15][C:16]([CH:17]1[NH:18][CH2:19][CH2:20][CH2:21]1)=[O:22].[CH:1]1([CH2:10][C:11](=[O:12])[OH:13])[CH:2]=[CH:3][c:4]2[cH:5][cH:6][cH:7][cH:8][c:9]21>>[CH:1]1([CH2:10][C:11](=[O:13])[N:18]2[CH:17]([C:16]([O:15][CH3:14])=[O:22])[CH2:21][CH2:20][CH2:19]2)[CH:2]=[CH:3][c:4]2[cH:5][cH:6][cH:7][cH:8][c:9]21. Run in O (water), [Cl-].[Na+].O (brine). The product is FC=1C=C(C#N)C=CC1N1N=C(N=C1)C (3-fluoro-4-(3-methyl-1H-1,2,4-triazol-1-yl)benzonitrile). Reagents/catalysts: [C-]#N.[C-]#N.[C-]#N.[C-]#N.[C-]#N.[C-]#N.O.O.O.[K+].[K+].[K+].[K+].[Fe+2] (potassium hexacyanoferrate(II) trihydrate), C(C)(=O)[O-].[Pd+2].C(C)(=O)[O-] (palladium acetate). Starting materials: BrC1=CC(=C(C=C1)N1N=C(N=C1)C)F (1-(4-bromo-2-fluorophenyl)-3-methyl-1H-1,2,4-triazole), C([O-])([O-])=O.[K+].[K+] (potassium carbonate), C(C)O (ethanol), CN(C)C=O (DMF). As a reaction SMILES: Br[C:2]1[CH:7]=[CH:6][C:5]([N:8]2[CH:12]=[N:11][C:10]([CH3:13])=[N:9]2)=[C:4]([F:14])[CH:3]=1.C(=O)([O-])[O-].[K+].[K+].C(O)C.[CH3:24][N:25](C=O)C>O.[Cl-].[Na+].O.[C-]#N.[C-]#N.[C-]#N.[C-]#N.[C-]#N.[C-]#N.O.O.O.[K+].[K+].[K+].[K+].[Fe+2].C([O-])(=O)C.[Pd+2].C([O-])(=O)C>[F:14][C:4]1[CH:3]=[C:2]([CH:7]=[CH:6][C:5]=1[N:8]1[CH:12]=[N:11][C:10]([CH3:13])=[N:9]1)[C:24]#[N:25] |f:1.2.3,7.8.9,10.11.12.13.14.15.16.17.18.19.20.21.22.23,24.25.26|. Procedure details: Under a nitrogen atmosphere, to a mixture of 1-(4-bromo-2-fluorophenyl)-3-methyl-1H-1,2,4-triazole (1.02 g), potassium carbonate (0.55 g) and potassium hexacyanoferrate(II) trihydrate (0.68 g) in DMF (4 mL)/ethanol (0.20 mL) was added palladium acetate (45 mg) at room temperature, and the mixture was stirred at 120° C. for 2 hr. The reaction mixture was allowed to cool to room temperature, and diluted with water and saturated brine, and the mixture was extracted with ethyl acetate. The extract w... Reaction conditions: temperature 120 celsius, time 2 hour. Reactants: solution, Cl (hydrogen chloride), ClC1=C(C=CC=C1)CCC1=C(OCCC2N(CCC2)C)C=CC=C1 (2-(2-{2-[2-(2-chlorophenyl)ethyl]phenoxy}ethyl)-1-methylpyrrolidine). The solvent is O1CCOCC1 (dioxane), C(Cl)Cl (methylene chloride). Product: Cl.ClC1=C(C=CC=C1)CCC1=C(OCCC2N(CCC2)C)C=CC=C1 (2-(2-(2-[2-(2-Chlorophenyl)ethyl]phenoxy}ethyl)-1-methylpyrrolidine hydrochloride). The yield is 179.9%. As a reaction SMILES: [Cl:1][C:2]1[CH:7]=[CH:6][CH:5]=[CH:4][C:3]=1[CH2:8][CH2:9][C:10]1[CH:24]=[CH:23][CH:22]=[CH:21][C:11]=1[O:12][CH2:13][CH2:14][CH:15]1[CH2:19][CH2:18][CH2:17][N:16]1[CH3:20].Cl>C(Cl)Cl.O1CCOCC1>[ClH:1].[Cl:1][C:2]1[CH:7]=[CH:6][CH:5]=[CH:4][C:3]=1[CH2:8][CH2:9][C:10]1[CH:24]=[CH:23][CH:22]=[CH:21][C:11]=1[O:12][CH2:13][CH2:14][CH:15]1[CH2:19][CH2:18][CH2:17][N:16]1[CH3:20] |f:4.5|. Procedure details: 0.410 g of 2-(2-{2-[2-(2-chlorophenyl)ethyl]phenoxy}ethyl)-1-methylpyrrolidine [prepared as described in step (a) above] was dissolved in 5 ml of methylene chloride, and 0.35 ml of a 4N solution of hydrogen chloride in dioxane was added to the solution. The resulting mixture was concentrated by distillation under reduced pressure. The resulting solid was dissolved in a small amount of methylene chloride, and 30 ml of ethyl acetate was added to the solution, which was then allowed to stand at roo...